From a dataset of the Open Reaction Database (ORD), a public repository of structured organic reaction records. describe an organic reaction: reactants, conditions, products, and yield Solvent: O (Water), O (water). Procedure details: 3-Hydroxy-4-methoxybenzaldehyde (200 g, 1.31 mol), dioxane (1000 ml) and water (400 ml) were mixed, and N-bromosuccinimide (245.7 g, 1.38 mol) was added over 10 minutes. After 60 and 70 minutes, N-bromosuccinimide was further added in an amount of 16.4 g (92.1 mmol) and 7.02 g (39.4 mmol), respectively, and the mixture was further stirred for 30 minutes. Water (1600 ml) was added, and the precipitated crystals were collected by filtration. The crystals were washed with water (1000 ml) to give 2-... Reaction SMILES: [OH:1][C:2]1[CH:3]=[C:4]([CH:7]=[CH:8][C:9]=1[O:10][CH3:11])[CH:5]=[O:6].O1CCOCC1.[Br:18]N1C(=O)CCC1=O>O>[Br:18][C:3]1[C:2]([OH:1])=[C:9]([O:10][CH3:11])[CH:8]=[CH:7][C:4]=1[CH:5]=[O:6]. Conditions: time 30 minute. The product is BrC1=C(C=O)C=CC(=C1O)OC (2-bromo-3-hydroxy-4-methoxybenzaldehyde). Yield: 75.0%. The reactants are BrN1C(CCC1=O)=O (N-bromosuccinimide), OC=1C=C(C=O)C=CC1OC (3-Hydroxy-4-methoxybenzaldehyde), O1CCOCC1 (dioxane), BrN1C(CCC1=O)=O (N-bromosuccinimide). Run in C(Cl)Cl (methylene chloride), C(Cl)Cl (methylene chloride). Procedure details: To 4-(3-ethynyl-phenylamino)-7H-pyrrolo[2,3-d]pyrimidine-5-carboxylic acid (0.108 g, 0.39 mmol) in dry methylene chloride (2 ml) was added a solution of oxalyl chloride (0.17 ml, 1.9 mmol) in dry methylene chloride (4 ml) followed by 1 drop of dry DMF. The suspension was stirred at ambient temperature for 1 hour, then concentrated in vacuo. To the resulting solid was added dry acetone (2 ml) and dry methanol (1 ml). The solution was stirred at ambient temperature for 15 hours, then concentrated ... As a reaction SMILES: [C:1]([C:3]1[CH:4]=[C:5]([NH:9][C:10]2[C:11]3[C:18]([C:19]([OH:21])=[O:20])=[CH:17][NH:16][C:12]=3[N:13]=[CH:14][N:15]=2)[CH:6]=[CH:7][CH:8]=1)#[CH:2].[C:22](Cl)(=O)C([Cl:25])=O>C(Cl)Cl.CN(C=O)C>[ClH:25].[CH3:22][O:20][C:19]([C:18]1[C:11]2[C:10]([NH:9][C:5]3[CH:6]=[CH:7][CH:8]=[C:3]([C:1]#[CH:2])[CH:4]=3)=[N:15][CH:14]=[N:13][C:12]=2[NH:16][CH:17]=1)=[O:21] |f:4.5|. Run at time 1 hour. Yields the product Cl.COC(=O)C1=CNC=2N=CN=C(C21)NC2=CC(=CC=C2)C#C (4-(3-Ethynyl-phenylamino)-7H-pyrrolo[2,3-d]pyrimidine-5-carboxylic Acid Methyl Ester Hydrochloride). Reagents/catalysts: CN(C)C=O (DMF). Reactants: C(#C)C=1C=C(C=CC1)NC=1C2=C(N=CN1)NC=C2C(=O)O (4-(3-ethynyl-phenylamino)-7H-pyrrolo[2,3-d]pyrimidine-5-carboxylic acid), C(C(=O)Cl)(=O)Cl (oxalyl chloride). Isolated yield 31.2%.